Dataset: the Open Reaction Database (ORD), a public repository of structured organic reaction records. Task: describe an organic reaction: reactants, conditions, products, and yield Starting materials: C[Si](C)(C)O[Si](C)(C)C, CN(C)P(=O)(N(C)C)N(C)C, NC(=O)c1cccnc1N, S=P12SP3(=S)SP(=S)(S1)SP(=S)(S2)S3. Product: NC(=S)c1cccnc1N. Reaction SMILES: [CH3:11][Si:12]([CH3:13])([CH3:14])[O:15][Si:16]([CH3:17])([CH3:18])[CH3:19].[CH3:34][N:35]([P:36]([N:37]([CH3:38])[CH3:39])([N:40]([CH3:41])[CH3:42])=[O:43])[CH3:44].[NH2:1][c:2]1[c:3]([C:4](=[O:5])[NH2:6])[cH:7][cH:8][cH:9][n:10]1.[P:20]12(=[S:21])[S:22][P:23]3(=[S:33])[S:24][P:25](=[S:31])([S:26][P:27](=[S:30])([S:28]3)[S:29]1)[S:32]2>>[NH2:1][c:2]1[c:3]([C:4]([NH2:6])=[S:21])[cH:7][cH:8][cH:9][n:10]1. The reactants are ClC1=CC(=NC(=N1)N[C@@H](C)C1=CC=C(C=C1)F)C=1C=NC=C(C#N)C1 ((S)-5-{6-chloro-2-[1-(4-fluorophenyl)ethylamino]pyrimidin-4-yl}nicotinonitrile), NC1=NC=CN=C1 (2-aminopyrazine), C1(CCCCC1)P(C1=C(C=CC=C1)C1=C(C=C(C=C1C(C)C)C(C)C)C(C)C)C1CCCCC1 (2-dicyclohexylphosphino-2′,4′,6′-triisopropylbiphenyl), CC(C)([O-])C.[Na+] (sodium t-butoxide), tris(dibenzylideneacetone)(chloroform)dipalladium. The solvent is C1(=CC=CC=C1)C (toluene). Conditions: temperature 100 celsius, time 1 hour. The product is FC1=CC=C(C=C1)[C@H](C)NC1=NC(=CC(=N1)C=1C=NC=C(C#N)C1)NC1=NC=CN=C1 ((S)-5-{2-[1-(4-Fluorophenyl)ethylamino]-6-(pyrazin-2-ylamino)pyrimidin-4-yl}nicotinonitrile). Isolated yield 32.8%. As a reaction SMILES: Cl[C:2]1[N:7]=[C:6]([NH:8][C@H:9]([C:11]2[CH:16]=[CH:15][C:14]([F:17])=[CH:13][CH:12]=2)[CH3:10])[N:5]=[C:4]([C:18]2[CH:19]=[N:20][CH:21]=[C:22]([CH:25]=2)[C:23]#[N:24])[CH:3]=1.[NH2:26][C:27]1[CH:32]=[N:31][CH:30]=[CH:29][N:28]=1.C1(P(C2CCCCC2)C2C=CC=CC=2C2C(C(C)C)=CC(C(C)C)=CC=2C(C)C)CCCCC1.CC(C)([O-])C.[Na+]>C1(C)C=CC=CC=1>[F:17][C:14]1[CH:15]=[CH:16][C:11]([C@@H:9]([NH:8][C:6]2[N:5]=[C:4]([C:18]3[CH:19]=[N:20][CH:21]=[C:22]([CH:25]=3)[C:23]#[N:24])[CH:3]=[C:2]([NH:26][C:27]3[CH:32]=[N:31][CH:30]=[CH:29][N:28]=3)[N:7]=2)[CH3:10])=[CH:12][CH:13]=1 |f:3.4|. Reported procedure: 55 mg of (S)-5-{6-chloro-2-[1-(4-fluorophenyl)ethylamino]pyrimidin-4-yl}nicotinonitrile, 16 mg of 2-aminopyrazine, 15 mg of 2-dicyclohexylphosphino-2′,4′,6′-triisopropylbiphenyl, 21 mg of sodium t-butoxide and 8 mg of tris(dibenzylideneacetone)(chloroform)dipalladium were added in turn to 2 ml of degassed toluene, and the mixture was stirred at 100° C. for 1 hour under argon atmosphere. The reaction solution was purified by silica gel column chromatography to obtain 21 mg of the objective compou... The reactants are COC1=CC=C(CBr)C=C1 (4-methoxybenzyl bromide), C[Si](C)(C)[N-][Si](C)(C)C.[K+] (potassium bis(trimethylsilyl)amide), C(C)(C)(C)[Si](OC1=C(C=C(C=C1C)C1C(N(C2=CC=CC=C12)CC1=C(C=CC=C1)Cl)=O)C)(C)C (3-[4-(tert-butyl-dimethyl-silanyloxy)-3,5-dimethyl-phenyl]-1-(2-chloro-benzyl)-1,3-dihydro-indol-2-one), solution, CCCC[N+](CCCC)(CCCC)CCCC.[F-] (TBAF). The solvent is CN(C)C=O (DMF). Product: EtOAc hexanes, ClC1=C(CN2C(C(C3=CC=CC=C23)(CC2=CC=C(C=C2)OC)C2=CC(=C(C(=C2)C)O)C)=O)C=CC=C1 (1-(2-Chloro-benzyl)-3-(4-hydroxy-3,5-dimethyl-phenyl)-3-(4-methoxy-benzyl)-1,3-dihydro-indol-2-one). The yield is 63.5%. RXN SMILES: C([Si](C)(C)[O:6][C:7]1[C:12]([CH3:13])=[CH:11][C:10]([CH:14]2[C:22]3[C:17](=[CH:18][CH:19]=[CH:20][CH:21]=3)[N:16]([CH2:23][C:24]3[CH:29]=[CH:28][CH:27]=[CH:26][C:25]=3[Cl:30])[C:15]2=[O:31])=[CH:9][C:8]=1[CH3:32])(C)(C)C.C[Si]([N-][Si](C)(C)C)(C)C.[K+].[CH3:45][O:46][C:47]1[CH:54]=[CH:53][C:50]([CH2:51]Br)=[CH:49][CH:48]=1.CCCC[N+](CCCC)(CCCC)CCCC.[F-]>CN(C=O)C>[Cl:30][C:25]1[CH:26]=[CH:27][CH:28]=[CH:29][C:24]=1[CH2:23][N:16]1[C:17]2[C:22](=[CH:21][CH:20]=[CH:19][CH:18]=2)[C:14]([C:10]2[CH:9]=[C:8]([CH3:32])[C:7]([OH:6])=[C:12]([CH3:13])[CH:11]=2)([CH2:51][C:50]2[CH:53]=[CH:54][C:47]([O:46][CH3:45])=[CH:48][CH:49]=2)[C:15]1=[O:31] |f:1.2,4.5|. Reported procedure: Using a method similar to Example 37, with 3-[4-(tert-butyl-dimethyl-silanyloxy)-3,5-dimethyl-phenyl]-1-(2-chloro-benzyl)-1,3-dihydro-indol-2-one (333 mg, 0.68 mmol), a 0.5M solution of potassium bis(trimethylsilyl)amide (1.38 mL, 0.69 mmol), and (4-methoxybenzyl bromide (0.094 mL, 0.69 mmol) in DMF (8 mL) followed by treatment with TBAF (0.75 mL, 0.75 mmol) gives a crude brown oil. Purify by flash chromatography (gradient of 50% hexanes/CH2Cl2 to CH2Cl2) to give material which still contains a ... Starting materials: N(=[N+]=[N-])CC(OCC)=NC1=C(C(=O)C2=CC=CC=C2)C=C(C=C1)Cl (2-(2-azido-1-ethoxyethylideneamino)-5-chlorobenzophenone). The reagents and catalysts are [Ni] (Raney nickel). Solvent: C(C)O (ethanol). Product: ClC=1C=CC2=C(C(=NCC(=N2)OCC)C2=CC=CC=C2)C1 (7-chloro-2-ethoxy-5-phenyl-3H-1,4-benzodiazepine). RXN SMILES: [N:1]([CH2:4][C:5](=[N:9][C:10]1[CH:23]=[CH:22][C:21]([Cl:24])=[CH:20][C:11]=1[C:12]([C:14]1[CH:19]=[CH:18][CH:17]=[CH:16][CH:15]=1)=O)[O:6][CH2:7][CH3:8])=[N+]=[N-]>[Ni].C(O)C>[Cl:24][C:21]1[CH:22]=[CH:23][C:10]2[N:9]=[C:5]([O:6][CH2:7][CH3:8])[CH2:4][N:1]=[C:12]([C:14]3[CH:19]=[CH:18][CH:17]=[CH:16][CH:15]=3)[C:11]=2[CH:20]=1. Reported procedure: To a solution of 0.35 part of 2-(2-azido-1-ethoxyethylideneamino)-5-chlorobenzophenone produced in Step (2) in 10 parts by volume of ethanol is added 2 parts by volume of Raney nickel washed sufficiently with ethanol. The mixture is refluxed for 25 minutes and filtered to remove the Raney nickel. The filtrate is evaporated under reduced pressure and 7-chloro-2-ethoxy-5-phenyl-3H-1,4-benzodiazepine is obtained as an oily substance. Starting materials: [Cl-].[NH4+] (ammonium chloride), N1=CC=CC=C1 (pyridine), C(C)(=O)Cl (acetyl chloride), OC1=C(CO)C=CC=C1 (2-Hydroxybenzyl alcohol). Solvent: C(Cl)Cl (methylene chloride). Reaction conditions: time 30 minute. The product is C(C)(=O)OCC1=C(C=CC=C1)O (2-hydroxybenzyl acetate). Reaction SMILES: [OH:1][C:2]1[CH:9]=[CH:8][CH:7]=[CH:6][C:3]=1[CH2:4][OH:5].N1C=CC=CC=1.[C:16](Cl)(=[O:18])[CH3:17].[Cl-].[NH4+]>C(Cl)Cl>[C:16]([O:5][CH2:4][C:3]1[CH:6]=[CH:7][CH:8]=[CH:9][C:2]=1[OH:1])(=[O:18])[CH3:17] |f:3.4|. Procedure details: 2-Hydroxybenzyl alcohol (1.0 g) was dissolved in methylene chloride (20 ml), the solution was slowly added dropwise with pyridine (0.65 ml) and acetyl chloride (0.57 ml) under ice cooling, and the mixture was stirred for 30 minutes. The reaction mixture was added with saturated aqueous ammonium chloride, the mixture was extracted with chloroform, and the organic layer was dried over anhydrous magnesium sulfate, and filtered. The filtrate was concentrated under reduced pressure, and the resulting... Reactants: BrC=1C=CC(=NC1)CO[Si](C)(C)C(C)(C)C (5-bromo-2-(tert-butyldimethylsilyloxymethyl)-pyridine), isovaleryl aldehyde, [Cl-].[NH4+] (ammonium chloride), [Li]CCCC (n-BuLi), isovaleryl aldehyde, C1CCOC1 (THF). Run at temperature -78 celsius, time 40 minute. Yields the product [Si](C)(C)(C(C)(C)C)OCC1=NC=C(C=C1)C(CC(C)C)O (2-(tert-Butyldimethylsilyloxymethyl)-5-(1-hydroxy-3-methyl-butyl)-pyridine). Yield: 64.0%. RXN SMILES: Br[C:2]1[CH:3]=[CH:4][C:5]([CH2:8][O:9][Si:10]([C:13]([CH3:16])([CH3:15])[CH3:14])([CH3:12])[CH3:11])=[N:6][CH:7]=1.[Li][CH2:18]CCC.[Cl-].[NH4+].[CH2:24]1[CH2:28][O:27][CH2:26][CH2:25]1>>[Si:10]([O:9][CH2:8][C:5]1[CH:4]=[CH:3][C:2]([CH:28]([OH:27])[CH2:24][CH:25]([CH3:18])[CH3:26])=[CH:7][N:6]=1)([C:13]([CH3:16])([CH3:15])[CH3:14])([CH3:12])[CH3:11] |f:2.3|. Reported procedure: Dissolve 5-bromo-2-(tert-butyldimethylsilyloxymethyl)-pyridine (0.5 g, 1.654 mmol, prepared by following the procedure described in J. Med. Chem. 1987, 30, 871-880) in anhydrous THF (12 mL). Cool the solution to −78° C., add n-BuLi (1.14 mL, 1.819 mmol, 1.6M solution in hexane) and stir at this temperature for 40 min. Add slowly isovaleryl aldehyde (0.284 mL, 2.646 mmol) and stir the mixture for 5 h at −78° C. Add additional isovaleryl aldehyde (0.089 mL, 0.827 mmol) and stir the mixture for 1.5...